Dataset: the Open Reaction Database (ORD), a public repository of structured organic reaction records. Task: describe an organic reaction: reactants, conditions, products, and yield Starting materials: ClC1=CNC2=CC(=CC=C12)C(=O)NC(COCC1CCNCC1)C1=C(C=CC=C1)F (3-chloro-N-[1-(2-fluoro-phenyl)-2-(piperidin-4-ylmethoxy)ethyl]-1H-indole-6-carboxamide), C=O (paraformaldehyde). Product: ClC1=CNC2=CC(=CC=C12)C(=O)NC(COCC1CCN(CC1)C)C1=C(C=CC=C1)F (3-Chloro-N-[1-(2-fluorophenyl)-2-(1-methylpiperidin-4-yl-methoxy)ethyl]-1H-indole-6-carboxamide). Reaction SMILES: [Cl:1][C:2]1[C:10]2[C:5](=[CH:6][C:7]([C:11]([NH:13][CH:14]([C:24]3[CH:29]=[CH:28][CH:27]=[CH:26][C:25]=3[F:30])[CH2:15][O:16][CH2:17][CH:18]3[CH2:23][CH2:22][NH:21][CH2:20][CH2:19]3)=[O:12])=[CH:8][CH:9]=2)[NH:4][CH:3]=1.[CH2:31]=O>>[Cl:1][C:2]1[C:10]2[C:5](=[CH:6][C:7]([C:11]([NH:13][CH:14]([C:24]3[CH:29]=[CH:28][CH:27]=[CH:26][C:25]=3[F:30])[CH2:15][O:16][CH2:17][CH:18]3[CH2:23][CH2:22][N:21]([CH3:31])[CH2:20][CH2:19]3)=[O:12])=[CH:8][CH:9]=2)[NH:4][CH:3]=1. Procedure details: Using alkylation method B, 3-chloro-N-[1-(2-fluoro-phenyl)-2-(piperidin-4-ylmethoxy)ethyl]-1H-indole-6-carboxamide (250 mg, 0.58 mmol) and paraformaldehyde (174 mg, 5.8 mmol) afforded, after purification (SiO2: 10:2:2:1 DCM:EtOAc:hexane:isopropylamine), 160 mg (63%) of the title compound. The reactants are CC=1C=C(C=CC1)N=C=O (3-methylphenyl isocyanate), NC1(C=2N(C3=C(C(=N1)C1=CC=C(C=C1)Cl)C=CC=C3)C(=NN2)C)C(=O)OCC (4-amino-6-(4-chlorophenyl)-4-ethoxycarbonyl-1-methyl-4H-[1,2,4]triazolo[4,3-a][1,4]-benzodiazepine), O (water). Run in O1CCCC1 (tetrahydrofuran). Product: ClC1=CC=C(C=C1)C1=NC(C=2N(C3=C1C=CC=C3)C(=NN2)C)(C(=O)OCC)NC(=O)NC2=CC(=CC=C2)C (N-[6-(4-chlorophenyl)-4-ethoxycarbonyl-1-methyl-4H-[1,2,4]triazolo[4,3-a][1,4]benzodiazepin-4-yl]-N'-(3-methylphenyl)urea). As a reaction SMILES: [NH2:1][C:2]1([C:24]([O:26][CH2:27][CH3:28])=[O:25])[N:8]=[C:7]([C:9]2[CH:14]=[CH:13][C:12]([Cl:15])=[CH:11][CH:10]=2)[C:6]2[CH:16]=[CH:17][CH:18]=[CH:19][C:5]=2[N:4]2[C:20]([CH3:23])=[N:21][N:22]=[C:3]12.[CH3:29][C:30]1[CH:31]=[C:32]([N:36]=[C:37]=[O:38])[CH:33]=[CH:34][CH:35]=1.O>O1CCCC1>[Cl:15][C:12]1[CH:11]=[CH:10][C:9]([C:7]2[C:6]3[CH:16]=[CH:17][CH:18]=[CH:19][C:5]=3[N:4]3[C:20]([CH3:23])=[N:21][N:22]=[C:3]3[C:2]([NH:1][C:37]([NH:36][C:32]3[CH:33]=[CH:34][CH:35]=[C:30]([CH3:29])[CH:31]=3)=[O:38])([C:24]([O:26][CH2:27][CH3:28])=[O:25])[N:8]=2)=[CH:14][CH:13]=1. Procedure details: In a nitrogen atmosphere, 4-amino-6-(4-chlorophenyl)-4-ethoxycarbonyl-1-methyl-4H-[1,2,4]triazolo[4,3-a][1,4]-benzodiazepine (373 mg) was dissolved in dry tetrahydrofuran (4 ml) and thereto was added 3-methylphenyl isocyanate (139 μl), followed by reaction at room temperature for 3.5 hours. After the completion of the reaction, water was added to the reaction mixture and the mixture was extracted with ethyl acetate. The organic layer was washed with a 5% aqueous solution of citric acid, water an... Starting materials: O (water), ClC=1C2=C(N=CN1)NC=C2 (4-chloro-7H-pyrrolo[2,3-d]pyrimidine), BrNC(C)=O (N-bromoacetamide). The solvent is C(Cl)Cl (CH2Cl2), C(Cl)Cl (CH2Cl2). The product is BrC1=CNC=2N=CN=C(C21)Cl (5-bromo-4-chloro-7H-pyrrolo[2,3-d]pyrimidine). Yield: 81.3%. As a reaction SMILES: [Cl:1][C:2]1[C:3]2[CH:10]=[CH:9][NH:8][C:4]=2[N:5]=[CH:6][N:7]=1.[Br:11]NC(=O)C.O>C(Cl)Cl>[Br:11][C:10]1[C:3]2[C:2]([Cl:1])=[N:7][CH:6]=[N:5][C:4]=2[NH:8][CH:9]=1. Procedure details: To a solution of 4-chloro-7H-pyrrolo[2,3-d]pyrimidine (1.2 g, 7.8 mmol) in CH2Cl2 (25 ml) was added N-bromoacetamide (1.186 g, 8.6 mmol) in CH2Cl2 (25 ml). The mixture was heated at reflux temperature for 40 mins, then cooled to room temperature, and concentrated under vacuum to give an off-white solid. Cold water (40 ml) was added to the solid, which was then collected by filtration, washed with cold water (5 ml), and dried under vacuum. The product was recrystallized from a minimum amount of i... Reactants: ClC1=C2C(=NC=C1)SC=C2C(=O)OCC (ethyl 4-chloro-thieno[2,3-b]pyridine-3-carboxylate), ClC1=CC=C(C=C1)NN (4-chlorophenylhydrazine), CCOCC (ether), [OH-].[Na+] (sodium hydroxide). Solvent: C(CCC)O (n-butanol), O (water). Product: O.ClC1=CC=C(C=C1)N1N=C2C3=C(NC=C2C1=O)SC=C3 (2-(4-chlorophenyl)-thieno[2,3-b]pyrazolo[3,4-d]pyridin-3(5H)-one hydrate). As a reaction SMILES: Cl[C:2]1[CH:7]=[CH:6][N:5]=[C:4]2[S:8][CH:9]=[C:10](C(OCC)=[O:12])[C:3]=12.[Cl:16][C:17]1[CH:22]=[CH:21][C:20]([NH:23][NH2:24])=[CH:19][CH:18]=1.C[CH2:26][O:27]CC.[OH-].[Na+]>C(O)CCC.O>[OH2:12].[Cl:16][C:17]1[CH:22]=[CH:21][C:20]([N:23]2[C:26](=[O:27])[C:7]3[C:2]([C:3]4[CH:10]=[CH:9][S:8][C:4]=4[NH:5][CH:6]=3)=[N:24]2)=[CH:19][CH:18]=1 |f:3.4,7.8|. Procedure details: A mixture of 3.2 g of ethyl 4-chloro-thieno[2,3-b]pyridine-3-carboxylate (prepared according to J. Heterocyclic Chem., 1977, 14, 807) and 2.08 g of 4-chlorophenylhydrazine in 50 ml of n-butanol is refluxed for 48 hours. The reaction mixture is cooled in an ice bath and the resulting precipitate is collected, washed with a small amount of n-butanol to yield a solid. The solid is treated with ether and 1N sodium hydroxide (20 ml) and water (50 ml). The aqueous phase is washed with ether, then neut...